This data is from the Open Reaction Database (ORD), a public repository of structured organic reaction records. The task is: describe an organic reaction: reactants, conditions, products, and yield The reactants are ClC=1C=C(C=CC1)C(CCO)=C (3-(3-Chlorophenyl)but-3-en-1-ol), FC(OC1=CC=C(C=C1)B(O)O)(F)F (4-(trifluoromethoxy)phenyl boronic acid), [O-]P(=O)([O-])[O-].[K+].[K+].[K+] (K3PO4), C1(CCCCC1)P(C1=C(C=CC=C1)C1=CC=CC=C1)C1CCCCC1 (2-(dicyclohexylphosphino)biphenyl). The reagents and catalysts are CC(=O)[O-].CC(=O)[O-].[Pd+2] (Pd(OAc)2). Solvent: C1(=CC=CC=C1)C (toluene). Reaction conditions: temperature 100 celsius. Yields the product FC(OC1=CC=C(C=C1)C1=CC(=CC=C1)C(CCO)=C)(F)F (3-[4′-(Trifluoromethoxy)biphenyl-3-yl]but-3-en-1-ol). As a reaction SMILES: Cl[C:2]1[CH:3]=[C:4]([C:8](=[CH2:12])[CH2:9][CH2:10][OH:11])[CH:5]=[CH:6][CH:7]=1.[F:13][C:14]([F:26])([F:25])[O:15][C:16]1[CH:21]=[CH:20][C:19](B(O)O)=[CH:18][CH:17]=1.[O-]P([O-])([O-])=O.[K+].[K+].[K+].C1(P(C2CCCCC2)C2C=CC=CC=2C2C=CC=CC=2)CCCCC1>CC([O-])=O.CC([O-])=O.[Pd+2].C1(C)C=CC=CC=1>[F:13][C:14]([F:25])([F:26])[O:15][C:16]1[CH:21]=[CH:20][C:19]([C:2]2[CH:7]=[CH:6][CH:5]=[C:4]([C:8](=[CH2:12])[CH2:9][CH2:10][OH:11])[CH:3]=2)=[CH:18][CH:17]=1 |f:2.3.4.5,7.8.9|. Procedure details: A toluene solution (5 mL) containing the intermediate from Step A (441 mg, 2.4 mmol), 4-(trifluoromethoxy)phenyl boronic acid (746 mg, 3.62 mmol), K3PO4 (865 mg, 4.08 mmol), 2-(dicyclohexylphosphino)biphenyl (68 mg, 0.19 mmol) and Pd(OAc)2 (22 mg, 0.098 mmol) was heated at 100° C. under an argon atmosphere. After 1 hour the solution was partitioned between water and ethyl acetate. The organic phase washed with 1N NaOH, brine, dried over MgSO4 and concentrated. The residue was purified by silica ... Reactants: C1CCNCC1, CCO, CCCS(=O)(=O)Nc1ccc(F)c(C(=O)Nc2cnc3[nH]cc(C(=O)CCl)c3c2)c1F. Yields the product CCCS(=O)(=O)Nc1ccc(F)c(C(=O)Nc2cnc3[nH]cc(C(=O)CN4CCCCC4)c3c2)c1F. RXN SMILES: [CH2:1]1[CH2:2][CH2:3][NH:4][CH2:5][CH2:6]1.[CH3:38][CH2:39][OH:40].[Cl:7][CH2:8][C:9](=[O:10])[c:11]1[cH:12][nH:13][c:14]2[n:15][cH:16][c:17]([NH:20][C:21]([c:22]3[c:23]([F:36])[c:24]([NH:29][S:30](=[O:31])(=[O:32])[CH2:33][CH2:34][CH3:35])[cH:25][cH:26][c:27]3[F:28])=[O:37])[cH:18][c:19]12>>[CH2:1]1[CH2:2][CH2:3][N:4]([CH2:8][C:9](=[O:10])[c:11]2[cH:12][nH:13][c:14]3[n:15][cH:16][c:17]([NH:20][C:21]([c:22]4[c:23]([F:36])[c:24]([NH:29][S:30](=[O:31])(=[O:32])[CH2:33][CH2:34][CH3:35])[cH:25][cH:26][c:27]4[F:28])=[O:37])[cH:18][c:19]23)[CH2:5][CH2:6]1. The reactants are OC1CCN(CC1)C(=O)OC(C)(C)C (tert-butyl 4-hydroxypiperidine-1-carboxylate), FC1=C2C(NC=NC2=CC=C1)=O (5-fluoro-3,4-dihydroquinazolin-4-one). Product: C(C)(C)(C)OC(=O)N1CCC(CC1)OC1=C2C(NC=NC2=CC=C1)=O (5-(1-tert-butoxycarbonylpiperidin-4-yloxy)-3,4-dihydroquinazolin-4-one). Isolated yield 103.0%. RXN SMILES: [OH:1][CH:2]1[CH2:7][CH2:6][N:5]([C:8]([O:10][C:11]([CH3:14])([CH3:13])[CH3:12])=[O:9])[CH2:4][CH2:3]1.F[C:16]1[CH:25]=[CH:24][CH:23]=[C:22]2[C:17]=1[C:18](=[O:26])[NH:19][CH:20]=[N:21]2>>[C:11]([O:10][C:8]([N:5]1[CH2:4][CH2:3][CH:2]([O:1][C:16]2[CH:25]=[CH:24][CH:23]=[C:22]3[C:17]=2[C:18](=[O:26])[NH:19][CH:20]=[N:21]3)[CH2:7][CH2:6]1)=[O:9])([CH3:14])([CH3:13])[CH3:12]. Procedure details: Thus, tert-butyl 4-hydroxypiperidine-1-carboxylate (0.33 g) was reacted with 5-fluoro-3,4-dihydroquinazolin-4-one (0.18 g) to give 5-(1-tert-butoxycarbonylpiperidin-4-yloxy)-3,4-dihydroquinazolin-4-one (0.39 g); NMR Spectrum: (CDCl3) 1.5 (s, 9H), 1.9-2.0 (m, 4H), 3.52 (m, 2H), 3.7 (m, 2H), 4.72 (m, 1H), 6.95 (d, 1H), 7.32 (d, 1H), 7.65 (m, 1H), 7.95 (s, 1H), 10.22 (br s, 1H); Mass Spectrum: M+H+ 346; Reactants: COc1nnc(-c2ccncc2)cc1C(C)O, ClCCl. Product: COc1nnc(-c2ccncc2)cc1C(C)=O. As a reaction SMILES: [CH3:1][O:2][c:3]1[n:4][n:5][c:6](-[c:12]2[cH:13][cH:14][n:15][cH:16][cH:17]2)[cH:7][c:8]1[CH:9]([CH3:10])[OH:11].[Cl:18][CH2:19][Cl:20]>>[CH3:1][O:2][c:3]1[n:4][n:5][c:6](-[c:12]2[cH:13][cH:14][n:15][cH:16][cH:17]2)[cH:7][c:8]1[C:9]([CH3:10])=[O:11]. The reactants are OC1=CC=C(C=C1)C=1C(CC(NN1)=O)C ((±)-4,5-dihydro-6-(4'-hydroxyphenyl)-5-methyl-3(2H)-pyridazinone), C(CCC)(=O)Cl (Butanoyl chloride), Cl (hydrochloric acid). The solvent is N1=CC=CC=C1 (pyridine). Run at temperature 0 celsius, time 30 minute. Product: C(CCC)(=O)OC1=CC=C(C=C1)C=1C(CC(NN1)=O)C ((±)-6-(4'-butanoyloxyphenyl)-4,5-dihydro-5-methyl-3(2H)-pyridazinone). Yield: 79.7%. As a reaction SMILES: [OH:1][C:2]1[CH:7]=[CH:6][C:5]([C:8]2[CH:9]([CH3:15])[CH2:10][C:11](=[O:14])[NH:12][N:13]=2)=[CH:4][CH:3]=1.[C:16](Cl)(=[O:20])[CH2:17][CH2:18][CH3:19].Cl>N1C=CC=CC=1>[C:16]([O:1][C:2]1[CH:7]=[CH:6][C:5]([C:8]2[CH:9]([CH3:15])[CH2:10][C:11](=[O:14])[NH:12][N:13]=2)=[CH:4][CH:3]=1)(=[O:20])[CH2:17][CH2:18][CH3:19]. Procedure details: A 100 ml round-bottomed flash was charged with pyridine (30 ml) and 7.10 g (34.8 mmol) of (±)-4,5-dihydro-6-(4'-hydroxyphenyl)-5-methyl-3(2H)-pyridazinone from Example I, then cooled to 0° C. under an atmosphere of nitrogen. Butanoyl chloride (4.10 g, 38.3 mmol) was added dropwise to the solution via syringe. The reaction mixture was stirred for 30 min at 0° C., warmed to 23° C. over 15 min then poured into 1N aqueous hydrochloric acid (400 ml). The aqueous solution was extracted with EtOAc (2×2... The reactants are C([O-])([O-])=O.[K+].[K+] (potassium carbonate), IC=1C=C(C=C(C1F)F)C (3-iodo-4,5-difluorotoluene), C(CCCC)C1=CC=C(C=C1)OB(O)O (4-pentylphenylboric acid). Reagents/catalysts: CCCC[N+](CCCC)(CCCC)CCCC.[Br-] (TBAB), [Pd] (Pd/C). The solvent is C1(=CC=CC=C1)C (toluene). Product: FC=1C=C(C=C(C1F)C1=CC=C(C=C1)CCCCC)C (3,4-difluoro-5-(4-pentylphenyl)toluene). Yield: 99.0%. As a reaction SMILES: C(=O)([O-])[O-].[K+].[K+].I[C:8]1[CH:9]=[C:10]([CH3:16])[CH:11]=[C:12]([F:15])[C:13]=1[F:14].[CH2:17]([C:22]1[CH:27]=[CH:26][C:25](OB(O)O)=[CH:24][CH:23]=1)[CH2:18][CH2:19][CH2:20][CH3:21]>CCCC[N+](CCCC)(CCCC)CCCC.[Br-].C1(C)C=CC=CC=1.[Pd]>[F:15][C:12]1[CH:11]=[C:10]([CH3:16])[CH:9]=[C:8]([C:25]2[CH:24]=[CH:23][C:22]([CH2:17][CH2:18][CH2:19][CH2:20][CH3:21])=[CH:27][CH:26]=2)[C:13]=1[F:14] |f:0.1.2,5.6|. Reported procedure: 5.74 g of TBAB, 9.84 g of potassium carbonate and 0.76 g of Pd/C were added to 9.04 g of the compound (21) having been dissolved in a mixed solvent of 50 mL of toluene and 50 mL of Solmix, and 6.84 g of 4-pentylphenylboric acid, followed by stirring under refluxing by heating for 4 hours. After removing Pd/C by filtration, the filtrate was separated, and the aqueous layer as extracted with toluene, which was added to the organic layer. The organic layer was washed with a saturated potassium hydr... Starting materials: [H-].[Na+] (sodium hydride), C(C1=CC=CC=C1)N1C[C@H]([C@H](CC1)O)C (1-benzyl-cis-3-methyl-piperidin-4-ol), BrC1=CC(=CC=C1)F (1-bromo-3-fluoro-benzene). Run in CN(C=O)C (N,N-dimethylformamide). Run at temperature 80 celsius, time 1 hour. The product is C(C1=CC=CC=C1)N1C[C@H]([C@H](CC1)OC1=CC(=CC=C1)Br)C (1-Benzyl-4-(3-bromo-phenoxy)-cis-3-methyl-piperidine). RXN SMILES: [CH2:1]([N:8]1[CH2:13][CH2:12][C@H:11]([OH:14])[C@H:10]([CH3:15])[CH2:9]1)[C:2]1[CH:7]=[CH:6][CH:5]=[CH:4][CH:3]=1.[H-].[Na+].[Br:18][C:19]1[CH:24]=[CH:23][CH:22]=[C:21](F)[CH:20]=1>CN(C)C=O>[CH2:1]([N:8]1[CH2:13][CH2:12][C@H:11]([O:14][C:21]2[CH:22]=[CH:23][CH:24]=[C:19]([Br:18])[CH:20]=2)[C@H:10]([CH3:15])[CH2:9]1)[C:2]1[CH:3]=[CH:4][CH:5]=[CH:6][CH:7]=1 |f:1.2|. Procedure details: Dissolve 1-benzyl-cis-3-methyl-piperidin-4-ol (preparation 6, 3.84 g, 18.73 mmol) in dry N,N-dimethylformamide (100 mL), treat with 60% sodium hydride (1.05 g, 26.22 mmol), heat and stir at 80° C. After 1 hr., add-1-bromo-3-fluoro-benzene (2.51 mL, 22.45 mmol), stir and heat at 110° C. After 16 hr., cool to ambient temperature. Partition between water (100 mL) and ethyl acetate (100 mL), wash the aqueous layer with ethyl acetate (2×100 mL), combine the organic layers, wash with water (5×100 mL) ... Reactants: N1C(C=CC=C1C(=O)O)=O (1H-Pyridin-2-one-6-carboxylic acid), C(C)(=O)O (acetic acid), COCCOC (1,2-dimethoxyethane), [H-].[Al+3].[Li+].[H-].[H-].[H-] (Lithium aluminium hydride). Run in C1CCOC1 (THF). Conditions: temperature 0 celsius. The product is OCC1=CC=CC(N1)=O (6-Hydroxymethyl-1H-pyridin-2-one). Yield: 31.7%. Reaction SMILES: [NH:1]1[C:6]([C:7](O)=[O:8])=[CH:5][CH:4]=[CH:3][C:2]1=[O:10].COCCOC.[H-].[Al+3].[Li+].[H-].[H-].[H-].C(O)(=O)C>C1COCC1>[OH:8][CH2:7][C:6]1[NH:1][C:2](=[O:10])[CH:3]=[CH:4][CH:5]=1 |f:2.3.4.5.6.7|. Reported procedure: 1H-Pyridin-2-one-6-carboxylic acid (2.51 g, 18 mmol) was suspended in dry THF (30 ml) and 1,2-dimethoxyethane (10 ml) under argon. Lithium aluminium hydride (1.0 M in diethyl ether) (30 ml, 30 mmol) was added and the mixture heated to reflux. After 67 h heating was stopped, the mixture cooled to 0° C. and acetic acid (7 ml) added. The solvent was removed in vacuo and the residue purified by flash column chromatography on silica gel, eluting with 20–30% methanol in dichloromethane, to give the ti... Starting materials: C, CO, COC(=O)c1cc(F)cc([N+](=O)[O-])c1C, [Pd]. Product: COC(=O)c1cc(F)cc(N)c1C. As a reaction SMILES: [C:18].[CH3:16][OH:17].[F:1][c:2]1[cH:3][c:4]([N+:13]([O-:14])=[O:15])[c:5]([CH3:12])[c:6]([C:7](=[O:8])[O:9][CH3:10])[cH:11]1.[Pd:19]>>[F:1][c:2]1[cH:3][c:4]([NH2:13])[c:5]([CH3:12])[c:6]([C:7](=[O:8])[O:9][CH3:10])[cH:11]1. The reactants are C(=O)(O)[O-].[Na+] (NaHCO3), C(C)OC(=O)C=1C=2N=CC=NC2C(=CC1)C1=C(C(=CC(=C1F)OC)OC)Cl (8-(2-chloro-6-fluoro-3,5-dimethoxy-phenyl)-quinoxaline-5-carboxylic acid ethyl ester), CN1CCN(CC1)CC=1C=CC(=NC1)NC(=O)C=1C=2N=CC=NC2C(=CC1)C1=C(C(=CC(=C1Cl)OC)OC)Cl (8-(2,6-Dichloro-3,5-dimethoxy-phenyl)-quinoxaline-5-carboxylic acid [5-(4-methyl-piperazin-1-ylmethyl)-pyridin-2-yl]amide), C[Al](C)C (trimethyl aluminum). The solvent is C(Cl)Cl (DCM), C(Cl)Cl.CO (DCM MeOH). Run at temperature 80 celsius, time 4 hour. Yields the product CN1CCN(CC1)CC=1C=CC(=NC1)NC(=O)C=1C=2N=CC=NC2C(=CC1)C1=C(C(=CC(=C1F)OC)OC)Cl (8-(2-Chloro-6-fluoro-3,5-dimethoxy-phenyl)-quinoxaline-5-carboxylic acid [5-(4-methyl-piperazin-1-ylmethyl)-pyridin-2-yl]-amide). Reaction SMILES: C([O:3][C:4]([C:6]1[C:7]2[N:8]=[CH:9][CH:10]=[N:11][C:12]=2[C:13]([C:16]2[C:21]([F:22])=[C:20]([O:23][CH3:24])[CH:19]=[C:18]([O:25][CH3:26])[C:17]=2[Cl:27])=[CH:14][CH:15]=1)=O)C.[CH3:28][N:29]1[CH2:34][CH2:33][N:32]([CH2:35][C:36]2[CH:37]=[CH:38][C:39]([NH:42]C(C3C4N=CC=NC=4C(C4C(Cl)=C(OC)C=C(OC)C=4Cl)=CC=3)=O)=[N:40][CH:41]=2)[CH2:31][CH2:30]1.C[Al](C)C.C([O-])(O)=O.[Na+]>C(Cl)Cl.CO.C(Cl)Cl>[CH3:28][N:29]1[CH2:34][CH2:33][N:32]([CH2:35][C:36]2[CH:37]=[CH:38][C:39]([NH:42][C:4]([C:6]3[C:7]4[N:8]=[CH:9][CH:10]=[N:11][C:12]=4[C:13]([C:16]4[C:21]([F:22])=[C:20]([O:23][CH3:24])[CH:19]=[C:18]([O:25][CH3:26])[C:17]=4[Cl:27])=[CH:14][CH:15]=3)=[O:3])=[N:40][CH:41]=2)[CH2:31][CH2:30]1 |f:3.4,5.6|. Procedure: The title compound was prepared in analogy to the procedure described in Example 115 but using 8-(2-chloro-6-fluoro-3,5-dimethoxy-phenyl)-quinoxaline-5-carboxylic acid ethyl ester (Step 144.1), 5-(4-methyl-piperazin-1-ylmethyl)-pyridin-2-ylamine (Example 31; purified by silica gel column chromatography), 2 equiv of trimethyl aluminum, stirring the reaction mixture for 4 h at 80° C., pouring it onto a saturated aqueous solution of NaHCO3 and DCM. Title compound: ESI-MS: 551.1 [M+H]+; tR=3.50 min ...